describe an organic reaction: reactants, conditions, products, and yield From a dataset of the Open Reaction Database (ORD), a public repository of structured organic reaction records. Reactants: [H-].[Na+] (sodium hydride), FC1=C2C(=NC=NC2=C(C=C1)F)NCCC1=CC(=C(C=C1)O)OC (4-[2-(5,8-difluoroquinazolin-4-ylamino)-ethyl]-2-methoxyphenol), FC1=NC=C(C=C1)C(F)(F)F (2-fluoro-5-trifluoromethyl-pyridine), [H-].[Na+] (sodium hydride). The reagents and catalysts are FC1=NC=C(C=C1)C(F)(F)F (2-fluoro-5-trifluoromethyl-pyridine). Run in CN(C)C=O (DMF). Reaction conditions: temperature 25 celsius, time 20 hour. The product is FC1=C2C(=NC=NC2=C(C=C1)F)NCCC1=CC(=C(C=C1)OC1=NC=C(C=C1)C(F)(F)F)OC ((5,8-difluoroquinazolin-4-yl)-{2-[3-methoxy-4-(5-trifluoromethylpyridin-2-yloxy)-phenyl]-ethyl}-amine). Isolated yield 98.1%. RXN SMILES: [F:1][C:2]1[CH:11]=[CH:10][C:9]([F:12])=[C:8]2[C:3]=1[C:4]([NH:13][CH2:14][CH2:15][C:16]1[CH:21]=[CH:20][C:19]([OH:22])=[C:18]([O:23][CH3:24])[CH:17]=1)=[N:5][CH:6]=[N:7]2.[H-].[Na+].F[C:28]1[CH:33]=[CH:32][C:31]([C:34]([F:37])([F:36])[F:35])=[CH:30][N:29]=1>CN(C=O)C.FC1C=CC(C(F)(F)F)=CN=1>[F:1][C:2]1[CH:11]=[CH:10][C:9]([F:12])=[C:8]2[C:3]=1[C:4]([NH:13][CH2:14][CH2:15][C:16]1[CH:21]=[CH:20][C:19]([O:22][C:28]3[CH:33]=[CH:32][C:31]([C:34]([F:37])([F:36])[F:35])=[CH:30][N:29]=3)=[C:18]([O:23][CH3:24])[CH:17]=1)=[N:5][CH:6]=[N:7]2 |f:1.2|. Procedure details: To a solution of 4-[2-(5,8-difluoroquinazolin-4-ylamino)-ethyl]-2-methoxyphenol (3.73 g, 11.25 mmol) in DMF (25 mL) in a dry 250 mL round bottom flask equipped with a dry nitrogen line and a magnetic stir bar was added sodium hydride (324 mg, 13.5 mmol). After gas evolution had subsided, 2-fluoro-5-trifluoromethyl-pyridine (2.05 g, 12.3 mmol) was added, and the reaction mixture was stirred at 25° C. After 20 h, additional sodium hydride (50 mg, 2.1 mmol) and 2-fluoro-5-trifluoromethyl-pyridine (... Starting materials: O=Cc1ccc2c(c1)c1ccccc1c(=O)n2Cc1ccccc1, C1CCNCC1, CC(=O)O, Cc1ccccc1, O=C1CSC(=O)N1. Yields the product O=C1NC(=O)C(=Cc2ccc3c(c2)c2ccccc2c(=O)n3Cc2ccccc2)S1. Reaction SMILES: [CH2:1]([c:2]1[cH:3][cH:4][cH:5][cH:6][cH:7]1)[n:8]1[c:9]2[cH:10][cH:11][c:12]([CH:23]=[O:24])[cH:13][c:14]2[c:15]2[cH:16][cH:17][cH:18][cH:19][c:20]2[c:21]1=[O:22].[CH2:36]1[CH2:37][CH2:38][NH:39][CH2:40][CH2:41]1.[CH3:32][C:33](=[O:34])[OH:35].[CH3:42][c:43]1[cH:44][cH:45][cH:46][cH:47][cH:48]1.[S:25]1[C:26](=[O:31])[NH:27][C:28](=[O:30])[CH2:29]1>>[CH2:1]([c:2]1[cH:3][cH:4][cH:5][cH:6][cH:7]1)[n:8]1[c:9]2[cH:10][cH:11][c:12]([CH:23]=[C:29]3[S:25][C:26](=[O:31])[NH:27][C:28]3=[O:30])[cH:13][c:14]2[c:15]2[cH:16][cH:17][cH:18][cH:19][c:20]2[c:21]1=[O:22]. Reactants: [N+](=O)(O)[O-] (Nitric acid), C(C)(=O)C1=CC(=C(OCCCC(=O)OCC)C=C1)OC (Ethyl 4-(4-ethanoyl-2-methoxylphenoxy)butanoate). Solvent: O (water). Conditions: temperature 4 celsius, time 1.5 hour. The product is C(C)(=O)C1=CC(=C(OCCCC(=O)OCC)C=C1[N+](=O)[O-])OC (ethyl 4-(4-ethanoyl-2-methoxy-5-nitrophenoxy)butanoate). Yield: 45.3%. RXN SMILES: [N+:1]([O-:4])(O)=[O:2].[C:5]([C:8]1[CH:22]=[CH:21][C:11]([O:12][CH2:13][CH2:14][CH2:15][C:16]([O:18][CH2:19][CH3:20])=[O:17])=[C:10]([O:23][CH3:24])[CH:9]=1)(=[O:7])[CH3:6]>O>[C:5]([C:8]1[C:22]([N+:1]([O-:4])=[O:2])=[CH:21][C:11]([O:12][CH2:13][CH2:14][CH2:15][C:16]([O:18][CH2:19][CH3:20])=[O:17])=[C:10]([O:23][CH3:24])[CH:9]=1)(=[O:7])[CH3:6]. Reported procedure: 70% Nitric acid (60 mL) was cooled in an ice bath. Ethyl 4-(4-ethanoyl-2-methoxylphenoxy)butanoate (21 g, 0.075 mol) was added in portions over 20 minutes. The solution was stirred for 1.5 h while monitoring the temperature, which did not rise above 22° C. The solution was cautiously poured into water (800 mL), which was then cooled to 4° C. for several hours. The product was collected via filtration and recrystallized from ethanol (250 mL) to yield ethyl 4-(4-ethanoyl-2-methoxy-5-nitrophenoxy)b... Reactants: CCOC(=O)CBr, COCOc1ccc(C(=O)c2ccccc2)cc1, Cc1ccccc1, I, O, O=S(=O)(O)O, [Zn], c1ccccc1. The product is CCOC(=O)CC(O)(c1ccccc1)c1ccc(OCOC)cc1. RXN SMILES: [Br:31][CH2:32][C:33](=[O:34])[O:35][CH2:36][CH3:37].[CH3:1][O:2][CH2:3][O:4][c:5]1[cH:6][cH:7][c:8]([C:9](=[O:10])[c:11]2[cH:12][cH:13][cH:14][cH:15][cH:16]2)[cH:17][cH:18]1.[CH3:40][c:41]1[cH:42][cH:43][cH:44][cH:45][cH:46]1.[I:25].[OH2:39].[S:26](=[O:27])(=[O:28])([OH:29])[OH:30].[Zn:38].[cH:19]1[cH:20][cH:21][cH:22][cH:23][cH:24]1>>[CH3:1][O:2][CH2:3][O:4][c:5]1[cH:6][cH:7][c:8]([C:9]([OH:10])([c:11]2[cH:12][cH:13][cH:14][cH:15][cH:16]2)[CH2:32][C:33](=[O:34])[O:35][CH2:36][CH3:37])[cH:17][cH:18]1.